From a dataset of the Open Reaction Database (ORD), a public repository of structured organic reaction records. describe an organic reaction: reactants, conditions, products, and yield The reactants are BrC=1C=CC=2N(C1)C(=CN2)C2=NOC(=N2)C2CC2 (6-bromo-3-(5-cyclopropyl-[1,2,4]oxadiazol-3-yl)-imidazo[1,2-a]pyridine), FC1=C(C=CC(=C1)OC)C1=NN(C=C1B1OC(C(O1)(C)C)(C)C)C(C1=CC=CC=C1)(C1=CC=CC=C1)C1=CC=CC=C1 (3-(2-fluoro-4-methoxyphenyl)-4-(4,4,5,5-tetramethyl-[1,3,2]dioxaborolan-2-yl)-1-trityl-1H-pyrazole), O.P(=O)([O-])([O-])[O-].[K+].[K+].[K+] (tripotassium phosphate hydrate), O (Water). The reagents and catalysts are C=1C=CC(=CC1)[P](C=2C=CC=CC2)(C=3C=CC=CC3)[Pd]([P](C=4C=CC=CC4)(C=5C=CC=CC5)C=6C=CC=CC6)([P](C=7C=CC=CC7)(C=8C=CC=CC8)C=9C=CC=CC9)[P](C=1C=CC=CC1)(C=1C=CC=CC1)C=1C=CC=CC1 (tetrakis(triphenylphosphine)palladium). The solvent is CN(C=O)C (N,N-dimethylformamide), C(C)(=O)OCC (ethyl acetate). The product is C1(CC1)C1=NC(=NO1)C1=CN=C2N1C=C(C=C2)C=2C(=NN(C2)C(C2=CC=CC=C2)(C2=CC=CC=C2)C2=CC=CC=C2)C2=C(C=C(C=C2)OC)F (3-(5-Cyclopropyl-[1,2,4]oxadiazol-3-yl)-6-[3-(2-fluoro-4-methoxyphenyl)-1-trityl-1H-4-pyrazolyl]-imidazo[1,2-a]-pyridine). The yield is 73.4%. RXN SMILES: Br[C:2]1[CH:3]=[CH:4][C:5]2[N:6]([C:8]([C:11]3[N:15]=[C:14]([CH:16]4[CH2:18][CH2:17]4)[O:13][N:12]=3)=[CH:9][N:10]=2)[CH:7]=1.[F:19][C:20]1[CH:25]=[C:24]([O:26][CH3:27])[CH:23]=[CH:22][C:21]=1[C:28]1[C:32](B2OC(C)(C)C(C)(C)O2)=[CH:31][N:30]([C:42]([C:55]2[CH:60]=[CH:59][CH:58]=[CH:57][CH:56]=2)([C:49]2[CH:54]=[CH:53][CH:52]=[CH:51][CH:50]=2)[C:43]2[CH:48]=[CH:47][CH:46]=[CH:45][CH:44]=2)[N:29]=1.O.P([O-])([O-])([O-])=O.[K+].[K+].[K+].O>CN(C)C=O.C1C=CC([P]([Pd]([P](C2C=CC=CC=2)(C2C=CC=CC=2)C2C=CC=CC=2)([P](C2C=CC=CC=2)(C2C=CC=CC=2)C2C=CC=CC=2)[P](C2C=CC=CC=2)(C2C=CC=CC=2)C2C=CC=CC=2)(C2C=CC=CC=2)C2C=CC=CC=2)=CC=1.C(OCC)(=O)C>[CH:16]1([C:14]2[O:13][N:12]=[C:11]([C:8]3[N:6]4[CH:7]=[C:2]([C:32]5[C:28]([C:21]6[CH:22]=[CH:23][C:24]([O:26][CH3:27])=[CH:25][C:20]=6[F:19])=[N:29][N:30]([C:42]([C:55]6[CH:60]=[CH:59][CH:58]=[CH:57][CH:56]=6)([C:43]6[CH:48]=[CH:47][CH:46]=[CH:45][CH:44]=6)[C:49]6[CH:50]=[CH:51][CH:52]=[CH:53][CH:54]=6)[CH:31]=5)[CH:3]=[CH:4][C:5]4=[N:10][CH:9]=3)[N:15]=2)[CH2:18][CH2:17]1 |f:2.3.4.5.6,^1:79,81,100,119|. Procedure: 82 mg 6-bromo-3-(5-cyclopropyl-[1,2,4]oxadiazol-3-yl)-imidazo[1,2-a]pyridine (compound in Production Example 255), 227 mg 3-(2-fluoro-4-methoxyphenyl)-4-(4,4,5,5-tetramethyl-[1,3,2]dioxaborolan-2-yl)-1-trityl-1H-pyrazole (compound in Production Example 185), 86 mg tripotassium phosphate hydrate and 31 mg tetrakis(triphenylphosphine)palladium were stirred at 80° C. for 14 hours in 3 mL N,N-dimethylformamide under nitrogen atmosphere. Water and ethyl acetate were added thereto, then the reaction s... Starting materials: ClN1CCCCC1 (N-chloropiperidine), S(O)(O)(=O)=O (sulfuric acid), S(O)(O)(=O)=O (sulfuric acid), CC(CO)(C)OC1=CC=C(C=C1)C1=CC=CC=C1 (2-methyl-2-(4-phenylphenoxy)-propanol). Reagents/catalysts: O.O.O.O.O.O.O.S(=O)(=O)([O-])[O-].[Fe+2] (iron(II) sulfate heptahydrate). Run in O (water). Conditions: time 15 minute. Product: CC(CO)(C)OC1=CC=C(C=C1)C1=CC=C(C=C1)N1CCCCC1 (2-methyl-2-[4-(4-piperidinophenyl)-phenoxy]-propanol). RXN SMILES: Cl[N:2]1[CH2:7][CH2:6][CH2:5][CH2:4][CH2:3]1.S(=O)(=O)(O)O.[CH3:13][C:14]([O:18][C:19]1[CH:24]=[CH:23][C:22]([C:25]2[CH:30]=[CH:29][CH:28]=[CH:27][CH:26]=2)=[CH:21][CH:20]=1)([CH3:17])[CH2:15][OH:16]>O.O.O.O.O.O.O.S([O-])([O-])(=O)=O.[Fe+2].O>[CH3:17][C:14]([O:18][C:19]1[CH:24]=[CH:23][C:22]([C:25]2[CH:30]=[CH:29][C:28]([N:2]3[CH2:7][CH2:6][CH2:5][CH2:4][CH2:3]3)=[CH:27][CH:26]=2)=[CH:21][CH:20]=1)([CH3:13])[CH2:15][OH:16] |f:3.4.5.6.7.8.9.10.11|. Reported procedure: Under agitation, a solution of 12 g. of N-chloropiperidine in 15 ml. of concentrated sulfuric acid is added dropwise within 10 minutes to a mixture of 24.2 g. of 2-methyl-2-(4-phenylphenoxy)-propanol (obtainable from 4-hydroxy-diphenyl and 2-bromo-2-methylpropanol), 7 g. of iron(II) sulfate heptahydrate, 8 ml. of concentrated sulfuric acid, and 3 ml. of water. The mixture is agitated for 15 minutes at 20°, then poured on ice water, washed with ether, made alkaline with sodium hydroxide solution,... Reactants: OC=1C=CC2=C(O[C@H](CO2)CO)C1 ((2S)-(7-hydroxy-2,3-dihydro-1,4-benzodioxin-2-yl)methanol), [H-].[Na+] (sodium hydride), ClC(=C)CCl (2,3-dichloro-1-propene). The solvent is CN(C=O)C (N,N-dimethylformamide). Conditions: time 30 minute. Product: ClC(COC=1C=CC2=C(OC(CO2)CO)C1)=C ({7-[(2-Chloro-2-propenyl)oxy]-2,3-dihydro-1,4-benzodioxin-2-yl}methanol). RXN SMILES: [OH:1][C:2]1[CH:3]=[CH:4][C:5]2[O:10][CH2:9][C@H:8]([CH2:11][OH:12])[O:7][C:6]=2[CH:13]=1.[H-].[Na+].[Cl:16][C:17]([CH2:19]Cl)=[CH2:18]>CN(C)C=O>[Cl:16][C:17](=[CH2:18])[CH2:19][O:1][C:2]1[CH:3]=[CH:4][C:5]2[O:10][CH2:9][CH:8]([CH2:11][OH:12])[O:7][C:6]=2[CH:13]=1 |f:1.2|. Procedure details: To a solution of 1.36 g (7.47 mmole) of (2S)-(7-hydroxy-2,3-dihydro-1,4-benzodioxin-2-yl)methanol in 50 mL of N,N-dimethylformamide was added 0.36 g (9.0 mmole) of 60% sodium hydride/mineral oil dispersion and the mixture stirred for 30 minutes at room temperature under nitrogen. Next 1.0 mL (11 mmole) of 2,3-dichloro-1-propene was added and the reaction heated at 60° C. under nitrogen for 40 hours. The solvent was removed in vacuum and replaced with 200 mL of methylene chloride. The solution wa... Starting materials: C1(=CC=CC=C1)NC(=O)N (N-phenylurea), C(C(=O)Cl)(=O)Cl (oxalyl chloride). Procedure details: 272.3 g of N-phenylurea are dissolved in 1.5 liters of tetrahydrofuran. The solution is heated to 50°C and slowly treated with 171 ml of oxalyl chloride, in the course of which the reaction temperature should not exceed 65°C. Stirring is continued for 1 hour at room temperature and then for 4 hours under reflux. The reaction mixture is evaporated and the residue is recrystallised from isopropanol to give 1-phenyl-2,4,5-trioxo-imidazolidine (m.p. 214°-216°C). Conditions: temperature 50 celsius, time 1 hour. Product: C1(=CC=CC=C1)N1C(NC(C1=O)=O)=O (1-phenyl-2,4,5-trioxo-imidazolidine). As a reaction SMILES: [C:1]1([NH:7][C:8]([NH2:10])=[O:9])[CH:6]=[CH:5][CH:4]=[CH:3][CH:2]=1.[C:11](Cl)(=[O:15])[C:12](Cl)=[O:13]>O1CCCC1>[C:1]1([N:7]2[C:12](=[O:13])[C:11](=[O:15])[NH:10][C:8]2=[O:9])[CH:6]=[CH:5][CH:4]=[CH:3][CH:2]=1. Run in O1CCCC1 (tetrahydrofuran). Reactants: C(=O)([O-])[O-].[K+].[K+] (K2CO3), N1(CCNCC1)C(=O)OC(C)(C)C (tert-butyl piperazine-1-carboxylate), BrC=1C=CC(=NC1)F (5-Bromo-2-fluoropyridine). Solvent: CN(C)C=O (DMF). Conditions: temperature 130 celsius, time 3 day. Yields the product BrC=1C=CC(=NC1)N1CCN(CC1)C(=O)OC(C)(C)C (tert-butyl 4-(5-bromopyridin-2-yl)piperazine-1-carboxylate). The yield is 37.4%. As a reaction SMILES: [Br:1][C:2]1[CH:3]=[CH:4][C:5](F)=[N:6][CH:7]=1.C([O-])([O-])=O.[K+].[K+].[N:15]1([C:21]([O:23][C:24]([CH3:27])([CH3:26])[CH3:25])=[O:22])[CH2:20][CH2:19][NH:18][CH2:17][CH2:16]1>CN(C=O)C>[Br:1][C:2]1[CH:3]=[CH:4][C:5]([N:18]2[CH2:17][CH2:16][N:15]([C:21]([O:23][C:24]([CH3:27])([CH3:26])[CH3:25])=[O:22])[CH2:20][CH2:19]2)=[N:6][CH:7]=1 |f:1.2.3|. Procedure details: 5-Bromo-2-fluoropyridine (3.0 g) was dissolved in DMF (18 ml), and K2CO3 (1.31 g) and tert-butyl piperazine-1-carboxylate (1.76 g) were added thereto, followed by stirring at 130° C. for 3 days. The reaction mixture was concentrated under reduced pressure, and then a saturated aqueous sodium hydrogen carbonate solution was added thereto, followed by extraction with CHCl3. The organic layer was dried over Na2SO4 and the solvent was concentrated under reduced pressure. The obtained residue was pur... Reactants: BrCCC=C1c2ccccc2OCOc2ccccc21, O=C([O-])[O-], CCOC(=O)C1CCNCC1, CN(C)C=O, [I-], [K+], [K+], [Na+]. Product: CCOC(=O)C1CCN(CCC=C2c3ccccc3OCOc3ccccc32)CC1. Reaction SMILES: [Br:1][CH2:2][CH2:3][CH:4]=[C:5]1[c:6]2[c:7]([cH:17][cH:18][cH:19][cH:20]2)[O:8][CH2:9][O:10][c:11]2[c:12]1[cH:13][cH:14][cH:15][cH:16]2.[C:32](=[O:33])([O-:34])[O-:35].[CH2:21]([CH3:22])[O:23][C:24](=[O:25])[CH:26]1[CH2:27][CH2:28][NH:29][CH2:30][CH2:31]1.[CH3:40][N:41]([CH3:42])[CH:43]=[O:44].[I-:39].[K+:36].[K+:37].[Na+:38]>>[CH2:2]([CH2:3][CH:4]=[C:5]1[c:6]2[c:7]([cH:17][cH:18][cH:19][cH:20]2)[O:8][CH2:9][O:10][c:11]2[c:12]1[cH:13][cH:14][cH:15][cH:16]2)[N:29]1[CH2:28][CH2:27][CH:26]([C:24]([O:23][CH2:21][CH3:22])=[O:25])[CH2:31][CH2:30]1.